describe an organic reaction: reactants, conditions, products, and yield From a dataset of the Open Reaction Database (ORD), a public repository of structured organic reaction records. Reactants: [Br-].[Br-].[Br-].C1(=CC=CC=C1)[N+](C)(C)C.C1(=CC=CC=C1)[N+](C)(C)C.C1(=CC=CC=C1)[N+](C)(C)C (phenyl-trimethylammonium tribromide), C(C)(C)(C)C=1C=C(C=C(C1)COCCOC1OCCCC1)C(C)=O (1-{3-tert-Butyl-5-[2-(tetrahydropyran-2-yloxy)ethoxymethyl]phenyl} ethanone), C(Cl)Cl (DCM). Solvent: CO.C1CCOC1 (methanol THF). Reaction conditions: time 3 hour. Yields the product C(C)(C)(C)C=1C=C(C=C(C1)COCCO)C(CCl)=O (1-[3-tert-Butyl-5-(2-hydroxyethoxymethyl)phenyl]-2-chloroethanone). RXN SMILES: [C:1]([C:5]1[CH:6]=[C:7]([C:22](=[O:24])[CH3:23])[CH:8]=[C:9]([CH2:11][O:12][CH2:13][CH2:14][O:15]C2CCCCO2)[CH:10]=1)([CH3:4])([CH3:3])[CH3:2].[Br-].[Br-].[Br-].C1([N+](C)(C)C)C=CC=CC=1.C1([N+](C)(C)C)C=CC=CC=1.C1([N+](C)(C)C)C=CC=CC=1.C(Cl)[Cl:59]>CO.C1COCC1>[C:1]([C:5]1[CH:6]=[C:7]([C:22](=[O:24])[CH2:23][Cl:59])[CH:8]=[C:9]([CH2:11][O:12][CH2:13][CH2:14][OH:15])[CH:10]=1)([CH3:4])([CH3:3])[CH3:2] |f:1.2.3.4.5.6,8.9|. Procedure details: 1-{3-tert-Butyl-5-[2-(tetrahydropyran-2-yloxy)ethoxymethyl]phenyl} ethanone (O2.063; 2.0 g) was dissolved in methanol/THF (30 ml/30 ml) and admixed while stirring with phenyl-trimethylammonium tribromide (2.25 g). After stirring at RT for 3 h, the mixture was diluted with DCM and washed once with 5% sodium thiosulfate solution, and the DCM phase was dried over magnesium sulfate and concentrated by rotary evaporation. The residue was dissolved in THF (200 ml), and 3 N HCl (30 ml) was added. After... Starting materials: CCC(CCC(OS(C)(=O)=O)c1ccccc1)OS(C)(=O)=O, Cc1ccccc1, N#Cc1ccc(N)cc1Cl. Product: CCC1CCC(c2ccccc2)N1c1ccc(C#N)c(Cl)c1. RXN SMILES: [CH3:1][S:2]([O:3][CH:6]([CH2:7][CH2:8][CH:9]([O:4][S:5]([CH3:16])(=[O:17])=[O:18])[c:10]1[cH:11][cH:12][cH:13][cH:14][cH:15]1)[CH2:21][CH3:22])(=[O:19])=[O:20].[CH3:33][c:34]1[cH:35][cH:36][cH:37][cH:38][cH:39]1.[NH2:23][c:24]1[cH:25][c:26]([Cl:32])[c:27]([C:28]#[N:29])[cH:30][cH:31]1>>[CH:6]1([CH2:21][CH3:22])[CH2:7][CH2:8][CH:9]([c:10]2[cH:11][cH:12][cH:13][cH:14][cH:15]2)[N:23]1[c:24]1[cH:25][c:26]([Cl:32])[c:27]([C:28]#[N:29])[cH:30][cH:31]1. The reactants are C1CC(=O)N(C1=O)OC(=O)C2=CC=C(C=C2)N=[N+]=[N-] (HSAB), NCCCCCCN (hexamethylene diamine). Solvent: C1CCOC1 (THF), C1CCOC1 (THF). Run at time 8 hour. The product is N(=[N+]=[N-])C1=CC=C(C(=O)NCCCCCCN)C=C1 (N-(4-azidobenzoyl)hexamethylendiamin). As a reaction SMILES: C1C(=O)N(O[C:9]([C:11]2[CH:16]=[CH:15][C:14]([N:17]=[N+:18]=[N-:19])=[CH:13][CH:12]=2)=[O:10])C(=O)C1.[NH2:20][CH2:21][CH2:22][CH2:23][CH2:24][CH2:25][CH2:26][NH2:27]>C1COCC1>[N:17]([C:14]1[CH:13]=[CH:12][C:11]([C:9]([NH:20][CH2:21][CH2:22][CH2:23][CH2:24][CH2:25][CH2:26][NH2:27])=[O:10])=[CH:16][CH:15]=1)=[N+:18]=[N-:19]. Procedure details: 2.6 g (10 mmol) HSAB 1 are dissolved in 70 ml THF and dropwise added to solution of 11.62 g (100 mmol) of hexamethylene diamine in THF under stirring and cooled on ice. Subsequently, the ice bath is removed and the temperature is allowed to adjust to room temperature. The solvent is drawn off on the rotation evaporator and excess hexymethylene diamine is removed in a high vacuum as far as possible. The remaining raw product is digested for 20 min in 100 ml of water and subsequently dried overnig...